This data is from the Open Reaction Database (ORD), a public repository of structured organic reaction records. The task is: describe an organic reaction: reactants, conditions, products, and yield Starting materials: CCOC(C)=O, CNc1nc(Cl)nc2c1C=CCC2(O)c1ccccc1. The product is CNc1nc(Cl)nc2c1CCCC2(O)c1ccccc1. As a reaction SMILES: [CH3:21][CH2:22][O:23][C:24]([CH3:25])=[O:26].[Cl:1][c:2]1[n:3][c:4]2[c:9]([c:10]([NH:12][CH3:13])[n:11]1)[CH:8]=[CH:7][CH2:6][C:5]2([OH:14])[c:15]1[cH:16][cH:17][cH:18][cH:19][cH:20]1>>[Cl:1][c:2]1[n:3][c:4]2[c:9]([c:10]([NH:12][CH3:13])[n:11]1)[CH2:8][CH2:7][CH2:6][C:5]2([OH:14])[c:15]1[cH:16][cH:17][cH:18][cH:19][cH:20]1. Starting materials: F[B-](F)(F)F, CC(C)(C)OC(=O)N1C(C(=O)O)CCC1c1ccc(OCc2ccccc2)cc1, C[Si](C)(C)N[Si](C)(C)C, CCN(C(C)C)C(C)C, [Na+], O=C([O-])O, CN(C)C=O, O, CN(C)C(On1nnc2ccccc21)=[N+](C)C. Yields the product CC(C)(C)OC(=O)N1C(C(N)=O)CCC1c1ccc(OCc2ccccc2)cc1. RXN SMILES: [B-:39]([F:40])([F:41])([F:42])[F:43].[CH3:1][C:2]([CH3:3])([CH3:4])[O:5][C:6](=[O:7])[N:8]1[CH:9]([C:10](=[O:11])[OH:12])[CH2:13][CH2:14][CH:15]1[c:16]1[cH:17][cH:18][c:19]([O:22][CH2:23][c:24]2[cH:25][cH:26][cH:27][cH:28][cH:29]2)[cH:20][cH:21]1.[CH3:61][Si:62]([CH3:63])([CH3:64])[NH:65][Si:66]([CH3:67])([CH3:68])[CH3:69].[CH:30]([N:33]([CH2:31][CH3:32])[CH:34]([CH3:35])[CH3:36])([CH3:37])[CH3:38].[Na+:74].[O-:70][C:71]([OH:72])=[O:73].[O:75]=[CH:76][N:77]([CH3:78])[CH3:79].[OH2:80].[n:44]1([O:45][C:46]([N:47]([CH3:48])[CH3:49])=[N+:50]([CH3:51])[CH3:52])[c:53]2[cH:54][cH:55][cH:56][cH:57][c:58]2[n:59][n:60]1>>[CH3:1][C:2]([CH3:3])([CH3:4])[O:5][C:6](=[O:7])[N:8]1[CH:9]([C:10](=[O:11])[NH2:33])[CH2:13][CH2:14][CH:15]1[c:16]1[cH:17][cH:18][c:19]([O:22][CH2:23][c:24]2[cH:25][cH:26][cH:27][cH:28][cH:29]2)[cH:20][cH:21]1.